Dataset: the Open Reaction Database (ORD), a public repository of structured organic reaction records. Task: describe an organic reaction: reactants, conditions, products, and yield The reactants are CCN(C(C)C)C(C)C, C1CCOC1, COC(=O)c1ccccc1NC(C(=O)O)c1ccccc1, CC#N, OC1CN2CCC1CC2, On1nnc2ccccc21. The product is COC(=O)c1ccccc1NC(C(=O)OC1CN2CCC1CC2)c1ccccc1. Reaction SMILES: [CH2:22]([N:23]([CH:24]([CH3:25])[CH3:26])[CH:27]([CH3:28])[CH3:29])[CH3:30].[CH2:50]1[O:51][CH2:52][CH2:53][CH2:54]1.[CH3:1][O:2][C:3](=[O:4])[c:5]1[c:6]([NH:11][CH:12]([C:13](=[O:14])[OH:15])[c:16]2[cH:17][cH:18][cH:19][cH:20][cH:21]2)[cH:7][cH:8][cH:9][cH:10]1.[CH3:55][C:56]#[N:57].[N:41]12[CH2:42][CH:43]([OH:49])[CH:44]([CH2:45][CH2:46]1)[CH2:47][CH2:48]2.[OH:31][n:32]1[c:33]2[c:34]([cH:35][cH:36][cH:37][cH:38]2)[n:39][n:40]1>>[CH3:1][O:2][C:3](=[O:4])[c:5]1[c:6]([NH:11][CH:12]([C:13](=[O:14])[O:15][CH:43]2[CH2:42][N:41]3[CH2:46][CH2:45][CH:44]2[CH2:47][CH2:48]3)[c:16]2[cH:17][cH:18][cH:19][cH:20][cH:21]2)[cH:7][cH:8][cH:9][cH:10]1. Starting materials: C(CCCCCCCCCC)C1=CC=C(C=C1)C1=NC=C(C=N1)C(=O)O (2-(4-n-Undecylphenyl)pyrimidine-5-yl-carboxylic acid), S(=O)(Cl)Cl (thionyl chloride). The product is C(CCCCCCCCCC)C1=CC=C(C=C1)C1=NC=C(C=N1)C(=O)Cl (2-(4-n-undecylphenyl)pyrimidine-5-yl-carboxylic acid chloride). As a reaction SMILES: [CH2:1]([C:12]1[CH:17]=[CH:16][C:15]([C:18]2[N:23]=[CH:22][C:21]([C:24]([OH:26])=O)=[CH:20][N:19]=2)=[CH:14][CH:13]=1)[CH2:2][CH2:3][CH2:4][CH2:5][CH2:6][CH2:7][CH2:8][CH2:9][CH2:10][CH3:11].S(Cl)([Cl:29])=O>>[CH2:1]([C:12]1[CH:17]=[CH:16][C:15]([C:18]2[N:23]=[CH:22][C:21]([C:24]([Cl:29])=[O:26])=[CH:20][N:19]=2)=[CH:14][CH:13]=1)[CH2:2][CH2:3][CH2:4][CH2:5][CH2:6][CH2:7][CH2:8][CH2:9][CH2:10][CH3:11]. Procedure details: 2-(4-n-Undecylphenyl)pyrimidine-5-yl-carboxylic acid (1.7 g) was heated together with excess thionyl chloride for 4 hours under reflux and thereafter, unaltered thionyl chloride was distilled off to obtain 2-(4-n-undecylphenyl)pyrimidine-5-yl-carboxylic acid chloride.